This data is from the Open Reaction Database (ORD), a public repository of structured organic reaction records. The task is: describe an organic reaction: reactants, conditions, products, and yield Reactants: COCCl (chloromethyl methyl ether), ice water, OC=1C(=C2CCC(OC2=C(C1C)C)(C)CO)C (6-hydroxy-2,5,7,8-tetramethylchroman-2-ylmethanol), [H-].[Na+] (sodium hydride). The product is COCOC=1C(=C2CCC(OC2=C(C1C)C)(C)CO)C (6-(methoxymethoxy)-2,5,7,8-tetramethylchroman-2-ylmethanol). Reported procedure: 16.1 g of 6-hydroxy-2,5,7,8-tetramethylchroman-2-ylmethanol were dissolved in 70 ml of dry dimethylformamide. 3.0 g of a 50% w/w suspension of sodium hydride in oil (which had been washed with cyclohexane 3 times) were added gradually to the resulting solution at 5°-10° C., with stirring and under a nitrogen stream. The mixture was reacted for 1 hour at room temperature, and then the solution was ice-cooled to 3°-5° C., and 5.5 g of chloromethyl methyl ether dissolved in 40 ml of dry benzene wer... RXN SMILES: [OH:1][C:2]1[C:3]([CH3:17])=[C:4]2[C:9](=[C:10]([CH3:13])[C:11]=1[CH3:12])[O:8][C:7]([CH2:15][OH:16])([CH3:14])[CH2:6][CH2:5]2.[H-].[Na+].[CH3:20][O:21][CH2:22]Cl>CN(C)C=O.C1C=CC=CC=1>[CH3:20][O:21][CH2:22][O:1][C:2]1[C:3]([CH3:17])=[C:4]2[C:9](=[C:10]([CH3:13])[C:11]=1[CH3:12])[O:8][C:7]([CH2:15][OH:16])([CH3:14])[CH2:6][CH2:5]2 |f:1.2|. The solvent is C1=CC=CC=C1 (benzene), CN(C=O)C (dimethylformamide).